Dataset: the Open Reaction Database (ORD), a public repository of structured organic reaction records. Task: describe an organic reaction: reactants, conditions, products, and yield Starting materials: CC1SC(C(=O)O)Cc2cc3c(cc2C1=O)OCO3, CCN=C=NCCCN(C)C, Cl, Nc1ccc(CN2CCC(=O)CC2)cc1, CN(C)C=O, O. The product is CC1SC(C(=O)Nc2ccc(CN3CCC(=O)CC3)cc2)Cc2cc3c(cc2C1=O)OCO3. As a reaction SMILES: [CH2:1]1[O:2][c:3]2[cH:4][c:5]3[c:6]([cH:17][c:18]2[O:19]1)[CH2:7][CH:8]([C:14](=[O:15])[OH:16])[S:9][CH:10]([CH3:13])[C:11]3=[O:12].[CH2:36]([N:37]=[C:38]=[N:39][CH2:40][CH2:41][CH2:42][N:43]([CH3:44])[CH3:45])[CH3:46].[ClH:35].[NH2:20][c:21]1[cH:22][cH:23][c:24]([CH2:25][N:26]2[CH2:27][CH2:28][C:29](=[O:32])[CH2:30][CH2:31]2)[cH:33][cH:34]1.[O:48]=[CH:49][N:50]([CH3:51])[CH3:52].[OH2:47]>>[CH2:1]1[O:2][c:3]2[cH:4][c:5]3[c:6]([cH:17][c:18]2[O:19]1)[CH2:7][CH:8]([C:14](=[O:16])[NH:20][c:21]1[cH:22][cH:23][c:24]([CH2:25][N:26]2[CH2:27][CH2:28][C:29](=[O:32])[CH2:30][CH2:31]2)[cH:33][cH:34]1)[S:9][CH:10]([CH3:13])[C:11]3=[O:12]. Reactants: CCOC(=O)/N=N/C(=O)OCC (diethylazodicarboxylate), C1(=CC=CC=C1)P(C1=CC=CC=C1)C1=CC=CC=C1 (Triphenylphosphine), C(C)(C)(C)C=1C=C(C=O)C=CC1O (3-tert-butyl-4-hydroxybenzaldehyde), OCCN1CCOCC1 (2-hydroxyethylmorpholine). The solvent is O1CCCC1 (tetrahydrofuran). Reaction conditions: time 3 day. Product: C(C)(C)(C)C=1C=C(C=O)C=CC1OCCN1CCOCC1 (3-tert-butyl-4-(2-morpholin-4-ylethoxy)benzaldehyde). Isolated yield 42.8%. As a reaction SMILES: C1(P(C2C=CC=CC=2)C2C=CC=CC=2)C=CC=CC=1.[C:20]([C:24]1[CH:25]=[C:26]([CH:29]=[CH:30][C:31]=1[OH:32])[CH:27]=[O:28])([CH3:23])([CH3:22])[CH3:21].O[CH2:34][CH2:35][N:36]1[CH2:41][CH2:40][O:39][CH2:38][CH2:37]1.CCOC(/N=N/C(OCC)=O)=O>O1CCCC1>[C:20]([C:24]1[CH:25]=[C:26]([CH:29]=[CH:30][C:31]=1[O:32][CH2:34][CH2:35][N:36]1[CH2:41][CH2:40][O:39][CH2:38][CH2:37]1)[CH:27]=[O:28])([CH3:23])([CH3:21])[CH3:22]. Procedure details: Triphenylphosphine (5.89 g, 22.44 mmol) was added to a solution of 3-tert-butyl-4-hydroxybenzaldehyde (4 g, 22.44 mmol) in tetrahydrofuran (40 ml), followed by addition of 2-hydroxyethylmorpholine (2.94 g, 22.44 mmol) and then the dropwise addition of diethylazodicarboxylate (3.91 g, 22.44 mmol). The mixture was allowed to stir at room temperature for 3 days. The reaction was concentrated under reduced pressure and partitioned between 2N hydrochloric acid (200 ml) and ethyl acetate (150 ml). The... The reactants are solution, C(CCC)[Li] (n-butyllithium), ClC1=CC=C(C=C1)NC(=O)N1N=C(C(C1)C)C1=CC=C(C=C1)Cl (N,3-bis-(4-chlorophenyl)-4-methyl-4,5-dihydro-1H-pyrazole-1-carboxamide), C(C1=CC=CC=C1)Br (benzyl bromide), C(C)(C)NC(C)C (diisopropylamine). Run in CCCCCC (hexane), O1CCCC1 (tetrahydrofuran), O1CCCC1 (tetrahydrofuran), C(C)(=O)O (acetic acid). Reaction conditions: time 15 minute. The product is ClC1=CC=C(C=C1)NC(=O)N1N=C(C(C1)(C)CC1=CC=CC=C1)C1=CC=C(C=C1)Cl (N,3-bis-(4-chlorophenyl)-4-benzyl-4-methyl-4,5-dihydro-1H-pyrazole-1-carboxamide). As a reaction SMILES: C(NC(C)C)(C)C.C([Li])CCC.[Cl:13][C:14]1[CH:19]=[CH:18][C:17]([NH:20][C:21]([N:23]2[CH2:27][CH:26]([CH3:28])[C:25]([C:29]3[CH:34]=[CH:33][C:32]([Cl:35])=[CH:31][CH:30]=3)=[N:24]2)=[O:22])=[CH:16][CH:15]=1.[CH2:36](Br)[C:37]1[CH:42]=[CH:41][CH:40]=[CH:39][CH:38]=1>O1CCCC1.CCCCCC.C(O)(=O)C>[Cl:13][C:14]1[CH:15]=[CH:16][C:17]([NH:20][C:21]([N:23]2[CH2:27][C:26]([CH2:36][C:37]3[CH:42]=[CH:41][CH:40]=[CH:39][CH:38]=3)([CH3:28])[C:25]([C:29]3[CH:30]=[CH:31][C:32]([Cl:35])=[CH:33][CH:34]=3)=[N:24]2)=[O:22])=[CH:18][CH:19]=1. Reported procedure: To 2.1 g of diisopropylamine dissolved in 15 ml of tetrahydrofuran and cooled in an ice salt bath was added 8.0 ml of a 2.7 molar solution of n-butyllithium in hexane. After stirring for 5 minutes a solution of 3.4 g of N,3-bis-(4-chlorophenyl)-4-methyl-4,5-dihydro-1H-pyrazole-1-carboxamide (Example G) in 15 ml of tetrahydrofuran was added and the resulting solution stirred for 15 minutes. To this solution was added 1.5 ml of benzyl bromide and, after 5 minutes 1.5 ml of acetic acid was added. T...